From a dataset of the Open Reaction Database (ORD), a public repository of structured organic reaction records. describe an organic reaction: reactants, conditions, products, and yield Reactants: ClC1=NC(=NC=2C(CCCC12)(C1=CC=CC=C1)C)C (4-chloro-2,8-dimethyl-8-phenyl-5,6,7,8-tetrahydroquinazoline), C(CC)NCC1CC1 (N-propylcyclopropanemethylamine), [NH4+].[OH-] (NH4OH). Run in CN1C(CCC1)=O (1-methyl-2-pyrrolidinone). The product is C1(CC1)CN(CCC)C1=NC(=NC=2C(CCCC12)(C1=CC=CC=C1)C)C (cyclopropylmethyl-(2,8-dimethyl-8-phenyl-5,6,7,8-tetrahydro-quinazolin-4-yl)-propyl-amine). The yield is 36.8%. As a reaction SMILES: Cl[C:2]1[C:11]2[CH2:10][CH2:9][CH2:8][C:7]([CH3:18])([C:12]3[CH:17]=[CH:16][CH:15]=[CH:14][CH:13]=3)[C:6]=2[N:5]=[C:4]([CH3:19])[N:3]=1.[CH2:20]([NH:23][CH2:24][CH:25]1[CH2:27][CH2:26]1)[CH2:21][CH3:22].[NH4+].[OH-]>CN1CCCC1=O>[CH:25]1([CH2:24][N:23]([C:2]2[C:11]3[CH2:10][CH2:9][CH2:8][C:7]([CH3:18])([C:12]4[CH:17]=[CH:16][CH:15]=[CH:14][CH:13]=4)[C:6]=3[N:5]=[C:4]([CH3:19])[N:3]=2)[CH2:20][CH2:21][CH3:22])[CH2:27][CH2:26]1 |f:2.3|. Procedure details: A solution of 4-chloro-2,8-dimethyl-8-phenyl-5,6,7,8-tetrahydroquinazoline (180 mg, 0.7 mmol), N-propylcyclopropanemethylamine (1 mL, 7 mmol) and 1 mL of 1-methyl-2-pyrrolidinone was heated in an oil bath at 160-170° C. for 3 h. After cooling, the mixture was added to aqueous NH4OH and extracted with ethyl acetate. The extract was washed with 1N NaOH and brine, dried, (sodium sulfate) and evaporated. Purification by flash chromatography (15% ethyl acetate/hexane) afforded 90 mg of cyclopropylmet... The reactants are C(O)([O-])=O.[Na+] (sodium hydrogen carbonate), C1(CCCCC1)C1=CC=C2C(=CC(N(C2=C1)CC1OCCO1)=O)C (7-cyclohexyl-1-(1,3-dioxolan-2-ylmethyl)-4-methylquinolin-2(1H)-one), FC(C(=O)O)(F)F (trifluoroacetic acid), C(C)(=O)OCC (ethyl acetate). Run in O (water). Conditions: time 2 hour. Product: C1(CCCCC1)C1=CC=C2C(=CC(N(C2=C1)CC=O)=O)C ((7-cyclohexyl-4-methyl-2-oxo-1,2-dihydroquinolin-1-yl)acetaldehyde). Reaction SMILES: [CH:1]1([C:7]2[CH:16]=[C:15]3[C:10]([C:11]([CH3:24])=[CH:12][C:13](=[O:23])[N:14]3[CH2:17][CH:18]3OCC[O:19]3)=[CH:9][CH:8]=2)[CH2:6][CH2:5][CH2:4][CH2:3][CH2:2]1.FC(F)(F)C(O)=O.C(OCC)(=O)C.C(=O)([O-])O.[Na+]>O>[CH:1]1([C:7]2[CH:16]=[C:15]3[C:10]([C:11]([CH3:24])=[CH:12][C:13](=[O:23])[N:14]3[CH2:17][CH:18]=[O:19])=[CH:9][CH:8]=2)[CH2:2][CH2:3][CH2:4][CH2:5][CH2:6]1 |f:3.4|. Procedure: To 0.31 g of 7-cyclohexyl-1-(1,3-dioxolan-2-ylmethyl)-4-methylquinolin-2(1H)-one, 10 mL of a 80% aqueous trifluoroacetic acid solution was added, the mixture was stirred at room temperature for 2 hours and then stood still at room temperature for 15 hours. Thereto were added ethyl acetate and water, and the reaction mixture was adjusted to pH 7.5 with an aqueous saturated sodium hydrogen carbonate solution. The organic layer was separated, and the aqueous layer was extracted with ethyl acetate. ... Starting materials: TEA, CC(C)N1N=CC2=C1N=C(C=C2C(=O)O)C2=CC=CC=C2 (1-(1-methylethyl)-6-phenyl-1H-pyrazolo[3,4-b]pyridine-4-carboxylic acid), Cl.N1N=NN=C1C=1C=C2C(CC3(CCNCC3)OC2=CC1)=O (6-(tetrazol-5-yl)spiro[chroman-2,4′-piperidin]-4-one hydrochloride), CCN=C=NCCCN(C)C (EDCI), C=1C=CC2=C(C1)N=NN2O (HOBT), Cl (HCl). Run in O (H2O), O (water), CN(C)C=O (DMF). Run at time 2 hour. Yields the product CC(C)N1N=CC=2C1=NC(=CC2C(=O)N2CCC1(CC2)OC2=CC=C(C=C2C(C1)=O)C1=NN=NN1)C1=CC=CC=C1 (1′-{[1-(1-Methylethyl)-6-phenyl-1H-pyrazolo[3,4-b]pyridin-4-yl]carbonyl}-6-(tetrazol-5-yl)spiro[chroman-2,4′-piperidin]-4-one). As a reaction SMILES: [CH3:1][CH:2]([N:4]1[C:8]2[N:9]=[C:10]([C:16]3[CH:21]=[CH:20][CH:19]=[CH:18][CH:17]=3)[CH:11]=[C:12]([C:13]([OH:15])=O)[C:7]=2[CH:6]=[N:5]1)[CH3:3].Cl.[NH:23]1[C:27]([C:28]2[CH:29]=[C:30]3[C:40](=[CH:41][CH:42]=2)[O:39][C:33]2([CH2:38][CH2:37][NH:36][CH2:35][CH2:34]2)[CH2:32][C:31]3=[O:43])=[N:26][N:25]=[N:24]1.CCN=C=NCCCN(C)C.C1C=CC2N(O)N=NC=2C=1.Cl>O.CN(C=O)C>[CH3:3][CH:2]([N:4]1[C:8]2=[N:9][C:10]([C:16]3[CH:17]=[CH:18][CH:19]=[CH:20][CH:21]=3)=[CH:11][C:12]([C:13]([N:36]3[CH2:37][CH2:38][C:33]4([CH2:32][C:31](=[O:43])[C:30]5[C:40](=[CH:41][CH:42]=[C:28]([C:27]6[NH:26][N:25]=[N:24][N:23]=6)[CH:29]=5)[O:39]4)[CH2:34][CH2:35]3)=[O:15])=[C:7]2[CH:6]=[N:5]1)[CH3:1] |f:1.2|. Procedure: TEA (0.2 mL) was added to a DMF suspension (2 mL) of 1-(1-methylethyl)-6-phenyl-1H-pyrazolo[3,4-b]pyridine-4-carboxylic acid, 6-(tetrazol-5-yl)spiro[chroman-2,4′-piperidin]-4-one hydrochloride, EDCI and HOBT.H2O, heated at 80° C. and stirred for 2 hours. This was cooled to room temperature, iced water was added thereto, and its pH was adjusted to 2.5 with 1 N HCl solution added thereto. The resulting crystal was taken out through filtration, washed with water, washed with Et2O, and dried in vacu... Reactants: C(=O)(OCC)CCCN(C(C(C)C)=O)C=1OC=C(N1)C (2[N-(3-carbethoxypropyl)-isobutyramido]-4-methyloxazole), [OH-].[Na+] (NaOH). Run in C(C)O (ethanol). Product: C(=O)(O)CCCN(C(C(C)C)=O)C=1OC=C(N1)C (2-[N-(3-Carboxypropyl)-isobutyramido]-4-methyloxazole). Yield: 57.3%. RXN SMILES: [C:1]([CH2:6][CH2:7][CH2:8][N:9]([C:15]1[O:16][CH:17]=[C:18]([CH3:20])[N:19]=1)[C:10](=[O:14])[CH:11]([CH3:13])[CH3:12])([O:3]CC)=[O:2].[OH-].[Na+]>C(O)C>[C:1]([CH2:6][CH2:7][CH2:8][N:9]([C:15]1[O:16][CH:17]=[C:18]([CH3:20])[N:19]=1)[C:10](=[O:14])[CH:11]([CH3:13])[CH3:12])([OH:3])=[O:2] |f:1.2|. Procedure details: A solution of 2[N-(3-carbethoxypropyl)-isobutyramido]-4-methyloxazole (9.9 g., 0.035 mol.) prepared in a manner similar to that described in Example 44 was dissolved in ethanol (100 ml.) and N NaOH solution (35 ml.) and the solution was stirred for 20 hours at ambient temperature. The solution was evaporated and the residue was dissolved in water, washed with ether, acidified and extracted with ether. The extract was dried and evaporated and the residue was recrystallised from benzene-- petrol t...